This data is from the Open Reaction Database (ORD), a public repository of structured organic reaction records. The task is: describe an organic reaction: reactants, conditions, products, and yield Reactants: CCOC(=O)CC#N, C1CCNCC1, Cc1oc(-c2ccccc2Cl)nc1CCOc1ccc(C=O)cc1, O, c1ccncc1. Yields the product CCOC(=O)C(C#N)=Cc1ccc(OCCc2nc(-c3ccccc3Cl)oc2C)cc1. Reaction SMILES: [C:25](#[N:26])[CH2:27][C:28](=[O:29])[O:30][CH2:31][CH3:32].[CH2:33]1[CH2:34][CH2:35][NH:36][CH2:37][CH2:38]1.[Cl:1][c:2]1[c:3](-[c:8]2[o:9][c:10]([CH3:24])[c:11]([CH2:13][CH2:14][O:15][c:16]3[cH:17][cH:18][c:19]([CH:20]=[O:21])[cH:22][cH:23]3)[n:12]2)[cH:4][cH:5][cH:6][cH:7]1.[OH2:45].[cH:39]1[cH:40][cH:41][n:42][cH:43][cH:44]1>>[Cl:1][c:2]1[c:3](-[c:8]2[o:9][c:10]([CH3:24])[c:11]([CH2:13][CH2:14][O:15][c:16]3[cH:17][cH:18][c:19]([CH:20]=[C:27]([C:25]#[N:26])[C:28](=[O:29])[O:30][CH2:31][CH3:32])[cH:22][cH:23]3)[n:12]2)[cH:4][cH:5][cH:6][cH:7]1. The reactants are [OH-].[Na+] (sodium hydroxide), C(C)(C)O (isopropanol), C(Cl)C1CO1 (epichlorohydrin), OC1=CC=C2C(C=C(OC2=C1)C1=CC=CC=C1)=O (7-hydroxyflavone). The solvent is O (water). Run at temperature 70 celsius. Yields the product O1C(COC2=CC=C3C(C=C(OC3=C2)C2=CC=CC=C2)=O)C1 (7-(2,3-Epoxypropoxy)flavone). As a reaction SMILES: [OH-].[Na+].[CH:3]([OH:6])([CH3:5])[CH3:4].[OH:7][C:8]1[CH:17]=[C:16]2[C:11]([C:12](=[O:24])[CH:13]=[C:14]([C:18]3[CH:23]=[CH:22][CH:21]=[CH:20][CH:19]=3)[O:15]2)=[CH:10][CH:9]=1.C(C1OC1)Cl>O>[O:6]1[CH2:5][CH:3]1[CH2:4][O:7][C:8]1[CH:17]=[C:16]2[C:11]([C:12](=[O:24])[CH:13]=[C:14]([C:18]3[CH:23]=[CH:22][CH:21]=[CH:20][CH:19]=3)[O:15]2)=[CH:10][CH:9]=1 |f:0.1|. Procedure: To a solution of 82.2 g (2.06 mol) of sodium hydroxide in 585 ml of water were added 3.7 liters of isopropanol and then 490 g (2.06 mole) of 7-hydroxyflavone. To the above mixture were then added 1645 ml (20.5 mole) of epichlorohydrin and the mixture heated at 70° C. for 2 hours with stirring. The hot reaction mixture was filtered to remove dimeric by-product. The filtrate was concentrated under reduced pressure (water aspirator) at 50°-60° C. The semisolid residue was treated with 4.4 liters of...